From a dataset of the Open Reaction Database (ORD), a public repository of structured organic reaction records. describe an organic reaction: reactants, conditions, products, and yield Reactants: C(CCCCCCCO)O (1,8-octanediol), O1CCCC=C1 (dihydropyran), C(C)(=O)OCCCCCCC\C=C\C=C/CCCC ((E,Z)-8,10-pentadecadien- 1-ol acetate), Cl (hydrochloric acid). The solvent is ClCCl (dichloromethane). The product is O1C(CCCC1)OCCCCCCCCO (8-[(tetrahydro-2H-pyran-2-yl)oxy]-1-octanol). RXN SMILES: C([O:4][CH2:5][CH2:6][CH2:7][CH2:8][CH2:9]CC/C=C/C=C\CCCC)(=O)C.[CH2:20]([OH:29])[CH2:21][CH2:22][CH2:23][CH2:24][CH2:25][CH2:26][CH2:27][OH:28].O1C=CCCC1.Cl>ClCCl>[O:4]1[CH2:5][CH2:6][CH2:7][CH2:8][CH:9]1[O:28][CH2:27][CH2:26][CH2:25][CH2:24][CH2:23][CH2:22][CH2:21][CH2:20][OH:29]. Procedure details: The synthesis of compound I, the major component of the attractant composition of the invention is illustrated in FIG. 1. In brief, 1,8-octanediol is reacted with dihydropyran in dichloromethane catalyzed by hydrochloric acid to give 8-[(tetrahydro-2H-pyran-2-yl)oxy]-1-octanol, which is reacted with pyridinium chlorochromate to give 8-[(tetrahydro-2H-pyran-2-yl)oxy]octanal (A). The octanal (A) is then reacted with diethylcyanomethylphosphate and sodium hydride to produce 10-[(tetrahydro-2H-pyran... The reactants are COCN1C(=CC2=CC=CC(=C12)NS(=O)(=O)C1=NC=CC=C1)C(=O)OCC (Ethyl 1-(methoxymethyl)-7-[(pyridin-2-ylsulfonyl)amino]-1H-indole-2-carboxylate), C(CC(O)(C(=O)O)CC(=O)O)(=O)O (citric acid), [OH-].[K+] (potassium hydroxide). Solvent: O1CCCC1 (tetrahydrofuran), CO (methanol). Conditions: time 15 hour. Yields the product COCN1C(=CC2=CC=CC(=C12)NS(=O)(=O)C1=NC=CC=C1)C(=O)O (1-(methoxymethyl)-7-[(pyridin-2-ylsulfonyl)amino]-1H-indole-2-carboxylic acid). Yield: 91.4%. Reaction SMILES: [CH3:1][O:2][CH2:3][N:4]1[C:12]2[C:7](=[CH:8][CH:9]=[CH:10][C:11]=2[NH:13][S:14]([C:17]2[CH:22]=[CH:21][CH:20]=[CH:19][N:18]=2)(=[O:16])=[O:15])[CH:6]=[C:5]1[C:23]([O:25]CC)=[O:24].[OH-].[K+].C(O)(=O)CC(CC(O)=O)(C(O)=O)O>O1CCCC1.CO>[CH3:1][O:2][CH2:3][N:4]1[C:12]2[C:7](=[CH:8][CH:9]=[CH:10][C:11]=2[NH:13][S:14]([C:17]2[CH:22]=[CH:21][CH:20]=[CH:19][N:18]=2)(=[O:16])=[O:15])[CH:6]=[C:5]1[C:23]([OH:25])=[O:24] |f:1.2|. Reported procedure: Ethyl 1-(methoxymethyl)-7-[(pyridin-2-ylsulfonyl)amino]-1H-indole-2-carboxylate (7.0 g) was dissolved in a mixed solvent of tetrahydrofuran (30 mL)-methanol (20 mL). Aqueous potassium hydroxide solution (prepared by dissolving potassium hydroxide (3.0 g) in water (10 mL)) was added to this solution, and the mixture was stirred at room temperature for 15 hr. The reaction solution was acidified with aqueous citric acid solution, and extracted with ethyl acetate. The organic layer was washed with s...